From a dataset of the Open Reaction Database (ORD), a public repository of structured organic reaction records. describe an organic reaction: reactants, conditions, products, and yield The reactants are C(C)(=O)OCC (ethyl acetate), N(=NC(=O)OCC)C(=O)OCC (Diethyl azodicarboxylate), OC1=C(C=C(C(=O)OC)C=C1)N1C(=CC=C1)CO (methyl 4-hydroxy-3-(2-hydroxymethylpyrrol-1-yl)benzoate), C1(=CC=CC=C1)P(C1=CC=CC=C1)C1=CC=CC=C1 (triphenylphosphine). Run in O (water), O1CCCC1 (tetrahydrofuran). Run at time 2 hour. The product is COC(=O)C=1C=CC2=C(N3C(CO2)=CC=C3)C1 (8-methoxycarbonyl 4H-pyrrolo[2,1-c][1,4]-benzoxazine). Isolated yield 26.3%. As a reaction SMILES: N(C(OCC)=O)=NC(OCC)=O.O[C:14]1[CH:23]=[CH:22][C:17]([C:18]([O:20][CH3:21])=[O:19])=[CH:16][C:15]=1[N:24]1[CH:28]=[CH:27][CH:26]=[C:25]1[CH2:29][OH:30].C1(P(C2C=CC=CC=2)C2C=CC=CC=2)C=CC=CC=1.C(OCC)(=O)C>O1CCCC1.O>[CH3:21][O:20][C:18]([C:17]1[CH:22]=[CH:23][C:14]2[O:30][CH2:29][C:25]3=[CH:26][CH:27]=[CH:28][N:24]3[C:15]=2[CH:16]=1)=[O:19]. Procedure details: Diethyl azodicarboxylate (2.3 ml) was added dropwise to the mixture of methyl 4-hydroxy-3-(2-hydroxymethylpyrrol-1-yl)benzoate (2.5 g) and triphenylphosphine (4.0 g) in tetrahydrofuran (50 ml) under ice-cooling and the mixture was stirred for 2 hours at ambient temperature. The mixture was poured into the mixture of ethyl acetate and water. The separated organic layer was washed with brine and dried over magnesium sulfate. Evaporation of the solvent gave the residue, which was purified by column... Starting materials: C1CCNCC1, ClCC1CO1, ClCCl, [Na+], [OH-], Cc1ccc(C2=NNC(=O)CC2)cc1O. The product is Cc1ccc(C2=NNC(=O)CC2)cc1OCC1CO1. RXN SMILES: [CH2:21]1[CH2:22][CH2:23][NH:24][CH2:25][CH2:26]1.[Cl:16][CH2:17][CH:18]1[CH2:19][O:20]1.[Cl:29][CH2:30][Cl:31].[Na+:28].[OH-:27].[OH:1][c:2]1[cH:3][c:4]([C:9]2=[N:14][NH:13][C:12](=[O:15])[CH2:11][CH2:10]2)[cH:5][cH:6][c:7]1[CH3:8]>>[O:1]([c:2]1[cH:3][c:4]([C:9]2=[N:14][NH:13][C:12](=[O:15])[CH2:11][CH2:10]2)[cH:5][cH:6][c:7]1[CH3:8])[CH2:17][CH:18]1[CH2:19][O:20]1. Yields the product O=C(O)CNC(=O)CN1CCCC1=O. Reactants: O=C(CN1CCCC1=O)NCC(=O)OCc1ccccc1, CCOCC, CC(=O)O, [Pd]. As a reaction SMILES: [CH2:1]([c:2]1[cH:3][cH:4][cH:5][cH:6][cH:7]1)[O:8][C:9]([CH2:10][NH:11][C:12]([CH2:13][N:14]1[C:15](=[O:19])[CH2:16][CH2:17][CH2:18]1)=[O:20])=[O:21].[CH3:22][CH2:23][O:24][CH2:25][CH3:26].[CH3:27][C:28](=[O:29])[OH:30].[Pd:31]>>[O:8]=[C:9]([CH2:10][NH:11][C:12]([CH2:13][N:14]1[C:15](=[O:19])[CH2:16][CH2:17][CH2:18]1)=[O:20])[OH:21]. Reactants: CC1(C)N=C(n2ccccc2=O)c2cc([N+](=O)[O-])ccc2O1, CO. Product: CC1(C)N=C(n2ccccc2=O)c2cc(N)ccc2O1. Reaction SMILES: [CH3:1][C:2]1([CH3:22])[O:3][c:4]2[c:5]([cH:15][c:16]([N+:19]([O-:20])=[O:21])[cH:17][cH:18]2)[C:6]([n:8]2[c:9](=[O:14])[cH:10][cH:11][cH:12][cH:13]2)=[N:7]1.[CH3:23][OH:24]>>[CH3:1][C:2]1([CH3:22])[O:3][c:4]2[c:5]([cH:15][c:16]([NH2:19])[cH:17][cH:18]2)[C:6]([n:8]2[c:9](=[O:14])[cH:10][cH:11][cH:12][cH:13]2)=[N:7]1. Reactants: C(C)(C)(C)OC(=O)N[C@@]1([C@@H]2[C@H]([C@@H]2[C@H]([C@H]1CSC1=CC(=C(C=C1)F)C)O)C(=O)OC(C)(C)C)C(=O)OC(C)(C)C (Di-tert-butyl (1S,2R,3S,4R,5R,6R)-2-(tert-butoxycarbonylamino)-3-[(4-fluoro-3-methyl-phenyl)sulfanylmethyl]-4-hydroxy-bicyclo[3.1.0]hexane-2,6-dicarboxylate), CS(=O)(=O)Cl (methanesulfonyl chloride). The solvent is N1=CC=CC=C1 (pyridine). Conditions: temperature 40 celsius, time 1 hour. Yields the product C(C)(C)(C)OC(=O)N[C@@]1([C@@H]2[C@H]([C@@H]2[C@H]([C@H]1CSC1=CC(=C(C=C1)F)C)OS(=O)(=O)C)C(=O)OC(C)(C)C)C(=O)OC(C)(C)C (Di-tert-butyl (1S,2R,3S,4R,5R,6R)-2-(tert-butoxycarbonylamino)-3-[(4-fluoro-3-methyl-phenyl)sulfanylmethyl]-4-methylsulfonyloxy-bicyclo[3.1.0]hexane-2,6-dicarboxylate). Yield: 99.4%. RXN SMILES: [C:1]([O:5][C:6]([NH:8][C@@:9]1([C:33]([O:35][C:36]([CH3:39])([CH3:38])[CH3:37])=[O:34])[C@H:14]([CH2:15][S:16][C:17]2[CH:22]=[CH:21][C:20]([F:23])=[C:19]([CH3:24])[CH:18]=2)[C@H:13]([OH:25])[C@@H:12]2[C@H:10]1[C@H:11]2[C:26]([O:28][C:29]([CH3:32])([CH3:31])[CH3:30])=[O:27])=[O:7])([CH3:4])([CH3:3])[CH3:2].[CH3:40][S:41](Cl)(=[O:43])=[O:42]>N1C=CC=CC=1>[C:1]([O:5][C:6]([NH:8][C@@:9]1([C:33]([O:35][C:36]([CH3:39])([CH3:38])[CH3:37])=[O:34])[C@H:14]([CH2:15][S:16][C:17]2[CH:22]=[CH:21][C:20]([F:23])=[C:19]([CH3:24])[CH:18]=2)[C@H:13]([O:25][S:41]([CH3:40])(=[O:43])=[O:42])[C@@H:12]2[C@H:10]1[C@H:11]2[C:26]([O:28][C:29]([CH3:30])([CH3:32])[CH3:31])=[O:27])=[O:7])([CH3:4])([CH3:2])[CH3:3]. Procedure details: Di-tert-butyl (1S,2R,3S,4R,5R,6R)-2-(tert-butoxycarbonylamino)-3-[(4-fluoro-3-methyl-phenyl)sulfanylmethyl]-4-hydroxy-bicyclo[3.1.0]hexane-2,6-dicarboxylate (4.6 g, 8.10 mmol) in pyridine (60 mL) is cooled to 0° C. To this mixture is added methanesulfonyl chloride (1.88 ml, 24.31 mmol). The mixture is warmed to 40° C. and stirred for 1 hour, and cooled to ambient temperature and allowed to stir for 18 hours. The mixture is concentrated under reduced pressure to give a residue. The residue is par...